This data is from the Open Reaction Database (ORD), a public repository of structured organic reaction records. The task is: describe an organic reaction: reactants, conditions, products, and yield The reactants are residue, [I-].[Na+] (sodium iodide), Cl[Si](C)(C)C (chloro(trimethyl)silane), C1(CCCC1)N1N=C(C=2C(=NC=CC21)OC)NC2=CC=C(C=C2)S(=O)(=O)N (4-((1-cyclopentyl-4-methoxy-1H-pyrazolo[4,3-c]pyridin-3-yl)amino)benzenesulfonamide). The solvent is C(C)#N (acetonitrile). Conditions: temperature 60 celsius, time 30 minute. Yields the product C1(CCCC1)N1N=C(C=2C(NC=CC21)=O)NC2=CC=C(C=C2)S(=O)(=O)N (4-((1-cyclopentyl-4-oxo-4,5-dihydro-1H-pyrazolo[4,3-c]pyridin-3-yl)amino)benzenesulfonamide). As a reaction SMILES: [CH:1]1([N:6]2[C:14]3[CH:13]=[CH:12][N:11]=[C:10]([O:15]C)[C:9]=3[C:8]([NH:17][C:18]3[CH:23]=[CH:22][C:21]([S:24]([NH2:27])(=[O:26])=[O:25])=[CH:20][CH:19]=3)=[N:7]2)[CH2:5][CH2:4][CH2:3][CH2:2]1.[I-].[Na+].Cl[Si](C)(C)C>C(#N)C>[CH:1]1([N:6]2[C:14]3[CH:13]=[CH:12][NH:11][C:10](=[O:15])[C:9]=3[C:8]([NH:17][C:18]3[CH:23]=[CH:22][C:21]([S:24]([NH2:27])(=[O:25])=[O:26])=[CH:20][CH:19]=3)=[N:7]2)[CH2:2][CH2:3][CH2:4][CH2:5]1 |f:1.2|. Procedure: To a solution of 1-cyclopentyl-4-methoxy-1H-pyrazolo[4,3-c]pyridin-3-yl trifluoromethanesulfonate (150 mg) obtained in Step C of Example 12 in toluene (20 ml) were added 4-aminobenzenesulfonamide (212 mg), tris(dibenzylideneacetone)dipalladium (37.6 mg), (9,9-dimethyl-9H-xanthene-4,5-diyl)bis(diphenylphosphine)(47.5 mg) and cesium carbonate (669 mg), and the mixture was heated overnight with reflux under nitrogen atmosphere. The reaction mixture was partitioned between water and ethyl acetate, a... Reactants: compound 6, OC=1C=NC=CC1 (3-hydroxypyridine), O1C=NC2=C1C=CC=C2 (benzoxazole). Yields the product O1C(C1)COC=1C=NC=CC1 (3-(oxiran-2-ylmethoxy)pyridine). Reaction SMILES: [OH:1][C:2]1[CH:3]=[N:4][CH:5]=[CH:6][CH:7]=1.[O:8]1[C:12]2[CH:13]=[CH:14]C=CC=2N=C1>>[O:8]1[CH2:12][CH:13]1[CH2:14][O:1][C:2]1[CH:3]=[N:4][CH:5]=[CH:6][CH:7]=1. Reported procedure: Compound 73 was prepared in the manner of compound 6 substituting 3-hydroxypyridine for compound 8 in part C-5 of Example 1. The reactants are [Na+].CS(=O)[CH2-] (dimsyl sodium), [H-].[Na+] (NaH), FC1=CC=C(C=C1)C(C)=O (p-fluoroacetophenone), C(C(=O)[O-])(=O)[O-] (oxalate), OC1CCNCC1 (4-hydroxypiperidine). Solvent: CS(=O)C (DMSO), O (water). Reaction conditions: time 8 hour. Yields the product C(C(=O)O)(=O)O.C(C)(=O)C1=CC=C(OC2CCNCC2)C=C1 (4-(4-Acetylphenoxy)piperidine oxalate). Reaction SMILES: [Na+].CS([CH2-])=O.[H-].[Na+].[OH:8][CH:9]1[CH2:14][CH2:13][NH:12][CH2:11][CH2:10]1.F[C:16]1[CH:21]=[CH:20][C:19]([C:22](=[O:24])[CH3:23])=[CH:18][CH:17]=1.[C:25]([O-:30])(=[O:29])[C:26]([O-:28])=[O:27]>O.CS(C)=O>[C:25]([OH:30])(=[O:29])[C:26]([OH:28])=[O:27].[C:22]([C:19]1[CH:20]=[CH:21][C:16]([O:8][CH:9]2[CH2:14][CH2:13][NH:12][CH2:11][CH2:10]2)=[CH:17][CH:18]=1)(=[O:24])[CH3:23] |f:0.1,2.3,9.10|. Reported procedure: To a stirred solution of dimsyl sodium, prepared from 43.2 g of NaH (0.90 mol; 50% in oil, washed 3 times with hexane) and 1200 ml of DMSO was added in aliquots, 100 g (0.989 mol) of 4-hydroxypiperidine such that the temperature remained below 23° (using an ice bath). To the mixture was then added dropwise 120 ml (0.99 mol) of p-fluoroacetophenone. The mixture was then stirred at room temperature overnight, poured into water, extracted twice with ether, washed with saturated sodium chloride and ... Starting materials: COC1=C(CN2N=C(C=C2)C2=CN(C=3N=CN=C(C32)N[C@@H](C)C3=NN2C(C(N3C3=CC=CC=C3)=O)=C(C=C2)C)COCC[Si](C)(C)C)C=CC=C1 ((S)-2-(1-((5-(1-(2-Methoxybenzyl)-1H-pyrazol-3-yl)-7-((2-(trimethylsilyl)ethoxy)methyl)-7H-pyrrolo[2,3-d]pyrimidin-4-yl)amino)ethyl)-5-methyl-3-phenylpyrrolo[2,1-f][1,2,4]triazin-4(3H)-one), B(Br)(Br)Br (boron tribromide), N (ammonia). Run in ClCCl (dichloromethane). Product: OC1=C(CN2N=C(C=C2)C2=CNC=3N=CN=C(C32)N[C@@H](C)C3=NN2C(C(N3C3=CC=CC=C3)=O)=C(C=C2)C)C=CC=C1 ((S)-2-(1-((5-(1-(2-Hydroxybenzyl)-1H-pyrazol-3-yl)-7H-pyrrolo[2,3-d]pyrimidin-4-yl)amino)ethyl)-5-methyl-3-phenylpyrrolo[2,1-f][1,2,4]triazin-4(3H)-one). The yield is 44.8%. Reaction SMILES: C[O:2][C:3]1[CH:51]=[CH:50][CH:49]=[CH:48][C:4]=1[CH2:5][N:6]1[CH:10]=[CH:9][C:8]([C:11]2[C:19]3[C:18]([NH:20][C@H:21]([C:23]4[N:28]([C:29]5[CH:34]=[CH:33][CH:32]=[CH:31][CH:30]=5)[C:27](=[O:35])[C:26]5=[C:36]([CH3:39])[CH:37]=[CH:38][N:25]5[N:24]=4)[CH3:22])=[N:17][CH:16]=[N:15][C:14]=3[N:13](COCC[Si](C)(C)C)[CH:12]=2)=[N:7]1.B(Br)(Br)Br.N>ClCCl>[OH:2][C:3]1[CH:51]=[CH:50][CH:49]=[CH:48][C:4]=1[CH2:5][N:6]1[CH:10]=[CH:9][C:8]([C:11]2[C:19]3[C:18]([NH:20][C@H:21]([C:23]4[N:28]([C:29]5[CH:34]=[CH:33][CH:32]=[CH:31][CH:30]=5)[C:27](=[O:35])[C:26]5=[C:36]([CH3:39])[CH:37]=[CH:38][N:25]5[N:24]=4)[CH3:22])=[N:17][CH:16]=[N:15][C:14]=3[NH:13][CH:12]=2)=[N:7]1. Procedure: (S)-2-(1-((5-(1-(2-Methoxybenzyl)-1H-pyrazol-3-yl)-7-((2-(trimethylsilyl)ethoxy)methyl)-7H-pyrrolo[2,3-d]pyrimidin-4-yl)amino)ethyl)-5-methyl-3-phenylpyrrolo[2,1-f][1,2,4]triazin-4(3H)-one (53 mg, 0.08 mmol) was treated with boron tribromide (1M in dichloromethane, 750 μL, 0.75 mmol) in dichloromethane (1.0 mL) and then with a solution of ammonia (7N in methanol, 750 μl, 5.25 mmol) according to the method described in Example 41. The residue was purified using SP1® Purification System (reverse p... Starting materials: N1C(=NCCC1)S (1,4,5,6-tetrahydro-2-pyrimidinethiol), COC=1C=C2C=C(NC2=CC1)C(=O)O (5-methoxy-indole-2-carboxylic acid), [I-].[K+] (potassium iodide), II (iodine). Run in CO (methanol), CO (methanol), O (water). Reaction conditions: time 2 hour. Product: I.COC=1C=C2C(=C(NC2=CC1)C(=O)O)SC=1NCCCN1 (5-methoxy-3-(1,4,5,6-tetrahydro-2-pyrimidinylthio)-indole-2-carboxylic acid hydriodide). Reaction SMILES: [CH3:1][O:2][C:3]1[CH:4]=[C:5]2[C:9](=[CH:10][CH:11]=1)[NH:8][C:7]([C:12]([OH:14])=[O:13])=[CH:6]2.[I-:15].[K+].II.[NH:19]1[CH2:24][CH2:23][CH2:22][N:21]=[C:20]1[SH:25]>CO.O>[IH:15].[CH3:1][O:2][C:3]1[CH:4]=[C:5]2[C:9](=[CH:10][CH:11]=1)[NH:8][C:7]([C:12]([OH:14])=[O:13])=[C:6]2[S:25][C:20]1[NH:21][CH2:22][CH2:23][CH2:24][N:19]=1 |f:1.2,7.8|. Procedure: A solution of 5.7 g of 5-methoxy-indole-2-carboxylic acid in 70 ml of hot methanol is added portionwise to a solution of 15 g potassium iodide and 7.6 g of iodine in 45 ml of water. This is further treated with a solution of 3.48 g of 1,4,5,6-tetrahydro-2-pyrimidinethiol in 70 ml of hot methanol, stirred at room temperature for 2 hours and filtered. The filtrate is worked up in the manner described under Example 1 to yield 5-methoxy-3-(1,4,5,6-tetrahydro-2-pyrimidinylthio)-indole-2-carboxylic ac... Reactants: C1(CCC1)N1C(N(C2=C1C=CC(=C2)CO)C)=O (1-Cyclobutyl-5-hydroxymethyl-3-methyl-1,3-dihydro-benzoimidazol-2-one), CS(=O)(=O)Cl (methanesulfonyl chloride). The solvent is C([O-])(O)=O.[Na+] (sodium bicarbonate), ClCCl (dichloromethane), C(C)N(CC)CC (triethylamine), ClCCl (dichloromethane). Run at temperature 0 celsius, time 1 hour. Yields the product ClCC1=CC2=C(N(C(N2C)=O)C2CCC2)C=C1 (5-Chloromethyl-1-cyclobutyl-3-methyl-1,3-dihydro-benzoimidazol-2-one). The yield is 80.0%. RXN SMILES: [CH:1]1([N:5]2[C:9]3[CH:10]=[CH:11][C:12]([CH2:14]O)=[CH:13][C:8]=3[N:7]([CH3:16])[C:6]2=[O:17])[CH2:4][CH2:3][CH2:2]1.CS([Cl:22])(=O)=O>ClCCl.C(N(CC)CC)C.C(=O)(O)[O-].[Na+]>[Cl:22][CH2:14][C:12]1[CH:11]=[CH:10][C:9]2[N:5]([CH:1]3[CH2:4][CH2:3][CH2:2]3)[C:6](=[O:17])[N:7]([CH3:16])[C:8]=2[CH:13]=1 |f:4.5|. Reported procedure: 1-Cyclobutyl-5-hydroxymethyl-3-methyl-1,3-dihydro-benzoimidazol-2-one (13.79 g, 59.4 mmol) was diluted with dichloromethane (300 mL) and triethylamine (12.4 mL). The reaction was cooled to 0° C. and methanesulfonyl chloride (6.9 mL, 89.1 mmol) was added. The mixture was stirred for 1 hour at 0° C. then was diluted with saturated sodium bicarbonate and extraced into dichloromethane. The organic layer was dried over sodium sulfate and concentrated. The resulting oil was filtered through silica gel... Starting materials: C(C1=CC=CC=C1)OC1=C(C=C(C=C1OC)Cl)CC(CO)O ((±)-3-[2-(benzyloxy)-5-chloro-3-methoxyphenyl]propane-1,2-diol), S(=O)(=O)([O-])C1=CC=C(C)C=C1 (tosylate), CC1=CC=C(C=C1)S(=O)(=O)OCC(CC1=C(C(=CC(=C1)Cl)OC)OCC1=CC=CC=C1)O ((±)-3-[2-(benzyloxy)-5-chloro-3-methoxyphenyl]-2-hydroxypropyl 4-methylbenzenesulfonate), Intermediate 4, C1(=CC=C(C=C1)S(=O)(=O)Cl)C (p-toluenesulfonyl chloride), Intermediate 18, Cl (hydrogen chloride). The reagents and catalysts are [Pd] (palladium on carbon). Solvent: N1=CC=CC=C1 (pyridine). Yields the product CC1=CC=C(C=C1)S(=O)(=O)OCC(CC1=C(C(=CC(=C1)Cl)OC)O)O ((±)-3-(5-chloro-2-hydroxy-3-methoxyphenyl)-2-hydroxypropyl 4-methylbenzenesulfonate). RXN SMILES: C(OC1C(OC)=CC(Cl)=CC=1CC(O)CO)C1C=CC=CC=1.C1(C)C=CC(S(Cl)(=O)=O)=CC=1.[CH3:34][C:35]1[CH:40]=[CH:39][C:38]([S:41]([O:44][CH2:45][CH:46]([OH:65])[CH2:47][C:48]2[CH:53]=[C:52]([Cl:54])[CH:51]=[C:50]([O:55][CH3:56])[C:49]=2[O:57]CC2C=CC=CC=2)(=[O:43])=[O:42])=[CH:37][CH:36]=1.S(C1C=CC(C)=CC=1)([O-])(=O)=O.Cl>N1C=CC=CC=1.[Pd]>[CH3:34][C:35]1[CH:36]=[CH:37][C:38]([S:41]([O:44][CH2:45][CH:46]([OH:65])[CH2:47][C:48]2[CH:53]=[C:52]([Cl:54])[CH:51]=[C:50]([O:55][CH3:56])[C:49]=2[OH:57])(=[O:43])=[O:42])=[CH:39][CH:40]=1. Reported procedure: Treatment of (±)-3-[2-(benzyloxy)-5-chloro-3-methoxyphenyl]propane-1,2-diol (32.28 g, 0.1 mol) with p-toluenesulfonyl chloride (21 g, 0.11 mol) in pyridine (1000 mL) generally according to the procedure described for Intermediate 18 provided (±)-3-[2-(benzyloxy)-5-chloro-3-methoxyphenyl]-2-hydroxypropyl 4-methylbenzenesulfonate. Treatment of the tosylate with palladium on carbon (5 wt. %, 2.32 g) and hydrogen chloride (19 mL, 4.0 M in isopropanol) generally according to the procedure described f... Starting materials: CC(C)c1ccc(Br)cc1F, CCOC(C)=O, C#CC(O)(CC1=CC(=O)OC(C)(C)O1)C1CCCC1, CC(C)NC(C)C, [Cu]I, CN(C)C=O, Cl[Pd]Cl, c1ccc(P(c2ccccc2)c2ccccc2)cc1, c1ccc(P(c2ccccc2)c2ccccc2)cc1. Product: CC(C)c1ccc(C#CC(O)(CC2=CC(=O)OC(C)(C)O2)C2CCCC2)cc1F. Reaction SMILES: [Br:1][c:2]1[cH:3][c:4]([F:11])[c:5]([CH:8]([CH3:9])[CH3:10])[cH:6][cH:7]1.[CH3:43][CH2:44][O:45][C:46]([CH3:47])=[O:48].[CH:12]1([C:17]([CH2:18][C:19]2=[CH:20][C:21](=[O:27])[O:22][C:23]([CH3:25])([CH3:26])[O:24]2)([C:28]#[CH:29])[OH:30])[CH2:13][CH2:14][CH2:15][CH2:16]1.[CH:31]([NH:32][CH:33]([CH3:34])[CH3:35])([CH3:36])[CH3:37].[Cu:49][I:50].[O:38]=[CH:39][N:40]([CH3:41])[CH3:42].[Pd:51]([Cl:52])[Cl:53].[c:54]1([P:55]([c:56]2[cH:57][cH:58][cH:59][cH:60][cH:61]2)[c:62]2[cH:63][cH:64][cH:65][cH:66][cH:67]2)[cH:68][cH:69][cH:70][cH:71][cH:72]1.[c:73]1([P:74]([c:75]2[cH:76][cH:77][cH:78][cH:79][cH:80]2)[c:81]2[cH:82][cH:83][cH:84][cH:85][cH:86]2)[cH:87][cH:88][cH:89][cH:90][cH:91]1>>[c:2]1([C:29]#[C:28][C:17]([CH:12]2[CH2:13][CH2:14][CH2:15][CH2:16]2)([CH2:18][C:19]2=[CH:20][C:21](=[O:27])[O:22][C:23]([CH3:25])([CH3:26])[O:24]2)[OH:30])[cH:3][c:4]([F:11])[c:5]([CH:8]([CH3:9])[CH3:10])[cH:6][cH:7]1.